Dataset: the Open Reaction Database (ORD), a public repository of structured organic reaction records. Task: describe an organic reaction: reactants, conditions, products, and yield Starting materials: CCO, [Cl-], [Fe], NC(=O)C1CN(c2cc(F)c(N3CC=CC3)c(F)c2)C(=O)O1, [NH4+], O. The product is Nc1cc(F)c(N2CC=CC2)c(F)c1. As a reaction SMILES: [CH3:25][CH2:26][OH:27].[Cl-:1].[Fe:29].[N:3]1([c:8]2[c:9]([F:24])[cH:10][c:11]([N:15]3[CH2:16][CH:17]([C:18]([NH2:19])=[O:20])[O:21][C:22]3=[O:23])[cH:12][c:13]2[F:14])[CH2:4][CH:5]=[CH:6][CH2:7]1.[NH4+:2].[OH2:28]>>[N:3]1([c:8]2[c:9]([F:24])[cH:10][c:11]([NH2:15])[cH:12][c:13]2[F:14])[CH2:4][CH:5]=[CH:6][CH2:7]1. The reactants are C(C)OC(C[C@H](NCC1=NC=2NCCCC2C=C1)C1=CC(=CC=C1)F)=O (3(S)-(3-Fluorophenyl)-3-[(5,6,7,8-tetrahydro-[1,8]naphthyridin-2-ylmethyl)-amino]-propionic acid ethyl ester), [OH-].[Na+] (NaOH), Cl (HCl). The solvent is CCO (EtOH). Conditions: time 1 hour. The product is FC=1C=C(C=CC1)[C@H](CC(=O)O)NCC1=NC=2NCCCC2C=C1 (3(S)-(3-Fluorophenyl)-3-[(5,6,7,8-tetrahydro-[1,8]naphthyridin-2-ylmethyl)-amino]-propionic acid). RXN SMILES: C([O:3][C:4](=[O:26])[CH2:5][C@@H:6]([C:19]1[CH:24]=[CH:23][CH:22]=[C:21]([F:25])[CH:20]=1)[NH:7][CH2:8][C:9]1[CH:18]=[CH:17][C:16]2[CH2:15][CH2:14][CH2:13][NH:12][C:11]=2[N:10]=1)C.[OH-].[Na+].Cl>CCO>[F:25][C:21]1[CH:20]=[C:19]([C@@H:6]([NH:7][CH2:8][C:9]2[CH:18]=[CH:17][C:16]3[CH2:15][CH2:14][CH2:13][NH:12][C:11]=3[N:10]=2)[CH2:5][C:4]([OH:26])=[O:3])[CH:24]=[CH:23][CH:22]=1 |f:1.2|. Procedure details: To a solution of ester 9-2 (450 mg, 1.26 mmol) in EtOH (3 mL) was added 1N NaOH (1.39 ml, 1.39 mmol). After stirring for 1 h, the solvents were evaporated and the residue was dissolved in 1N HCl (1.39 ml, 1.39 mmol). The solution was concentrated and then azeotroped with CH3CN to give the acid 9-3 as a brown solid. Reactants: BrC1=C2COC(=O)C2=CC=C1NC(C(CC(C)(C1=CC=CC=C1)C)=O)=O (4-bromo-5-(4-methyl-2-oxo-4-phenyl-valeroylamino)-phthalide), C(C)C1=NOC(C2=C1C=CC=C2)=O (4-ethyl-2,3-benzoxazin-1-one), FC=1C=CC(=C(C1)C(CC(C(=O)O)=O)(C)C)OC (4-(5-fluoro-2-methoxyphenyl)-4-methyl-2-oxo-valeric acid). Yields the product FC=1C=CC(=C(C1)C(CC(C(=O)NC=1C=CC2=C(C(=NOC2=O)CC)C1)=O)(C)C)OC (6-[4-(5-Fluoro-2-methoxyphenyl)-4-methyl-2-oxo-valeroylamino)-4-ethyl-2,3-benzoxazin-1-one). RXN SMILES: BrC1C([NH:12]C(=O)C(=O)CC(C)(C2C=CC=CC=2)C)=CC=C2C=1COC2=O.[CH2:27]([C:29]1[C:34]2[CH:35]=[CH:36][CH:37]=[CH:38][C:33]=2[C:32](=[O:39])[O:31][N:30]=1)[CH3:28].[F:40][C:41]1[CH:42]=[CH:43][C:44]([O:56][CH3:57])=[C:45]([C:47]([CH3:55])([CH3:54])[CH2:48][C:49](=[O:53])[C:50](O)=[O:51])[CH:46]=1>>[F:40][C:41]1[CH:42]=[CH:43][C:44]([O:56][CH3:57])=[C:45]([C:47]([CH3:55])([CH3:54])[CH2:48][C:49](=[O:53])[C:50]([NH:12][C:36]2[CH:37]=[CH:38][C:33]3[C:32](=[O:39])[O:31][N:30]=[C:29]([CH2:27][CH3:28])[C:34]=3[CH:35]=2)=[O:51])[CH:46]=1. Reported procedure: was obtained analogously to the process that is described for 4-bromo-5-(4-methyl-2-oxo-4-phenyl-valeroylamino)-phthalide from 4-ethyl-2,3-benzoxazin-1-one and 4-(5-fluoro-2-methoxyphenyl)-4-methyl-2-oxo-valeric acid, melting point 157-158° C. Starting materials: CC(=O)c1cccc(CBr)c1, O=C([O-])[O-], CC(C)(C)c1ccc(CCN)cc1, O=C([O-])O, CN(C)C=O, [K+], [K+], [Na+]. Yields the product CC(=O)c1cccc(CN(C)Cc2ccc(C(C)(C)C)cc2)c1. RXN SMILES: [Br:20][CH2:21][c:22]1[cH:23][c:24]([C:28]([CH3:29])=[O:30])[cH:25][cH:26][cH:27]1.[C:14](=[O:15])([O-:16])[O-:17].[C:1]([CH3:2])([CH3:3])([CH3:4])[c:5]1[cH:6][cH:7][c:8]([CH2:9][CH2:10][NH2:11])[cH:12][cH:13]1.[C:31](=[O:32])([OH:33])[O-:34].[CH3:36][N:37]([CH3:38])[CH:39]=[O:40].[K+:18].[K+:19].[Na+:35]>>[C:1]([CH3:2])([CH3:3])([CH3:4])[c:5]1[cH:6][cH:7][c:8]([CH2:9][N:37]([CH2:21][c:22]2[cH:23][c:24]([C:28]([CH3:29])=[O:30])[cH:25][cH:26][cH:27]2)[CH3:36])[cH:12][cH:13]1. Reactants: CO, CNCC(CC1CCCCC1)NC(=O)c1cccc(C(=CCCCOC)c2ccccc2)c1, O=C(O)C(F)(F)F. Yields the product CNCC(CC1CCCCC1)NC(=O)c1cccc(C(CCCCOC)c2ccccc2)c1, O=C(O)C(F)(F)F. RXN SMILES: [CH3:41][OH:42].[CH:8]1([CH2:14][CH:15]([CH2:16][NH:17][CH3:18])[NH:19][C:20]([c:21]2[cH:22][c:23]([C:27](=[CH:28][CH2:29][CH2:30][CH2:31][O:32][CH3:33])[c:34]3[cH:35][cH:36][cH:37][cH:38][cH:39]3)[cH:24][cH:25][cH:26]2)=[O:40])[CH2:9][CH2:10][CH2:11][CH2:12][CH2:13]1.[F:1][C:2]([C:3](=[O:4])[OH:5])([F:6])[F:7]>>[CH:8]1([CH2:14][CH:15]([CH2:16][NH:17][CH3:18])[NH:19][C:20]([c:21]2[cH:22][c:23]([CH:27]([CH2:28][CH2:29][CH2:30][CH2:31][O:32][CH3:33])[c:34]3[cH:35][cH:36][cH:37][cH:38][cH:39]3)[cH:24][cH:25][cH:26]2)=[O:40])[CH2:9][CH2:10][CH2:11][CH2:12][CH2:13]1.[F:1][C:2]([C:3](=[O:4])[OH:5])([F:6])[F:7]. The reactants are NC1=NC=2C=CC=CC2C2=C1N=C(N2CCCCN(C(=O)N[Si](C)(C)C)OC)C (N-[4-(4-amino-2-methyl-1H-imidazo[4,5-c]quinolin-1-yl)butyl]-N-methoxy-N′-(trimethylsilyl)urea), Cl (HCl). Run in O1CCCC1 (tetrahydrofuran). Reaction conditions: time 2 hour. The product is NC1=NC=2C=CC=CC2C2=C1N=C(N2CCCCN(C(=O)N)OC)C (N-[4-(4-amino-2-methyl-1H-imidazo[4,5-c]quinolin-1-yl)butyl]-N-methoxyurea). The yield is 7.8%. RXN SMILES: [NH2:1][C:2]1[C:11]2[N:12]=[C:13]([CH3:29])[N:14]([CH2:15][CH2:16][CH2:17][CH2:18][N:19]([O:27][CH3:28])[C:20]([NH:22][Si](C)(C)C)=[O:21])[C:10]=2[C:9]2[CH:8]=[CH:7][CH:6]=[CH:5][C:4]=2[N:3]=1.Cl>O1CCCC1>[NH2:1][C:2]1[C:11]2[N:12]=[C:13]([CH3:29])[N:14]([CH2:15][CH2:16][CH2:17][CH2:18][N:19]([O:27][CH3:28])[C:20]([NH2:22])=[O:21])[C:10]=2[C:9]2[CH:8]=[CH:7][CH:6]=[CH:5][C:4]=2[N:3]=1. Reported procedure: To a solution of N-[4-(4-amino-2-methyl-1H-imidazo[4,5-c]quinolin-1-yl)butyl]-N-methoxy-N′-(trimethylsilyl)urea (4.1 g, 9.9 mmol) in tetrahydrofuran (75 mL) was added 10% aqueous HCl (5 mL). The reaction mixture was stirred at room temperature for two hours. The reaction mixture was concentrated under reduced pressure and the residue was neutralized with saturated aqueous sodium bicarbonate. The mixture was extracted with 10% methanol/dichloromethane solution. The organic layer was concentrated ... Reactants: C1CCOC1, C[Zn+], CCOC(C)=O, [Cl-], CC(C)n1cc(-c2nc(Br)c(N)nc2-c2ccccc2)ccc1=O, O, c1ccc(P(c2ccccc2)(c2ccccc2)[Pd](P(c2ccccc2)(c2ccccc2)c2ccccc2)(P(c2ccccc2)(c2ccccc2)c2ccccc2)P(c2ccccc2)(c2ccccc2)c2ccccc2)cc1. Yields the product Cc1nc(-c2ccc(=O)n(C(C)C)c2)c(-c2ccccc2)nc1N. RXN SMILES: [CH2:35]1[O:36][CH2:37][CH2:38][CH2:39]1.[CH3:26][Zn+:27].[CH3:28][CH2:29][O:30][C:31]([CH3:32])=[O:33].[Cl-:25].[NH2:1][c:2]1[n:3][c:4](-[c:19]2[cH:20][cH:21][cH:22][cH:23][cH:24]2)[c:5](-[c:9]2[cH:10][cH:11][c:12](=[O:18])[n:13]([CH:15]([CH3:16])[CH3:17])[cH:14]2)[n:6][c:7]1[Br:8].[OH2:34].[cH:40]1[cH:41][cH:42][c:43]([P:44]([Pd:45]([P:46]([c:47]2[cH:48][cH:49][cH:50][cH:51][cH:52]2)([c:53]2[cH:54][cH:55][cH:56][cH:57][cH:58]2)[c:59]2[cH:60][cH:61][cH:62][cH:63][cH:64]2)([P:65]([c:66]2[cH:67][cH:68][cH:69][cH:70][cH:71]2)([c:72]2[cH:73][cH:74][cH:75][cH:76][cH:77]2)[c:78]2[cH:79][cH:80][cH:81][cH:82][cH:83]2)[P:84]([c:85]2[cH:86][cH:87][cH:88][cH:89][cH:90]2)([c:91]2[cH:92][cH:93][cH:94][cH:95][cH:96]2)[c:97]2[cH:98][cH:99][cH:100][cH:101][cH:102]2)([c:103]2[cH:104][cH:105][cH:106][cH:107][cH:108]2)[c:109]2[cH:110][cH:111][cH:112][cH:113][cH:114]2)[cH:115][cH:116]1>>[NH2:1][c:2]1[n:3][c:4](-[c:19]2[cH:20][cH:21][cH:22][cH:23][cH:24]2)[c:5](-[c:9]2[cH:10][cH:11][c:12](=[O:18])[n:13]([CH:15]([CH3:16])[CH3:17])[cH:14]2)[n:6][c:7]1[CH3:28]. Reactants: N1=CC=CC=C1 (pyridine), P(Cl)(Cl)Cl (PCl3), C(C)(C)NC(C)C (diisopropylamine). Run in CCOCC (ether), CCOCC (ether), CCOCC (ether). Reaction conditions: temperature -70 celsius. The product is ClP(N(C(C)C)C(C)C)Cl (Dichloro-N,N-diisopropylamino-phosphane). Yield: 36.3%. Reaction SMILES: N1C=CC=CC=1.[P:7]([Cl:10])(Cl)[Cl:8].[CH:11]([NH:14][CH:15]([CH3:17])[CH3:16])([CH3:13])[CH3:12]>CCOCC>[Cl:8][P:7]([Cl:10])[N:14]([CH:15]([CH3:17])[CH3:16])[CH:11]([CH3:13])[CH3:12]. Reported procedure: 300 ml abs. ether, 81 ml anhydrous pyridine and 87.5 ml PCl3 (1 Mol) are pre-cooled with stirring to -70° C. in a 2 l three-neck, round-bottomed flask with a 500 ml dropping funnel, KPG stirrer, thermometer and acetone/dry ice bath. 142 ml diisopropylamine (1 Mol) in 250 ml abs. ether are added dropwise to it within 2 hours and the temperature is maintained at ca -60 to -65° C. After completing the addition, the thickened pulpy reaction mixture is allowed to reach room temperature and is diluted... Starting materials: BrC=1C=CC=2C3=C(N(C2C1)C)CCCN(C3)C(=O)OC(C)(C)C (tert-Butyl 8-bromo-6-methyl-3,4,5,6-tetrahydroazepino[4,3-b]indole-2(1H)-carboxylate), ClC=1C=CC(=NC1)COC1=CC(NC=C1)=O (4-((5-chloropyridin-2-yl)methoxy)pyridin-2(1H)-one). Product: ClC=1C=CC(=NC1)COC1=CC(N(C=C1)C=1C=CC=2C3=C(N(C2C1)C)CCCN(C3)C(=O)OC(C)(C)C)=O (tert-Butyl 8-(4-((5-chloropyridin-2-yl)methoxy)-2-oxopyridin-1(2H)-yl)-6-methyl-3,4,5,6-tetrahydroazepino[4,3-b]indole-2(1H)-carboxylate). The yield is 30.7%. As a reaction SMILES: Br[C:2]1[CH:3]=[CH:4][C:5]2[C:6]3[CH2:16][N:15]([C:17]([O:19][C:20]([CH3:23])([CH3:22])[CH3:21])=[O:18])[CH2:14][CH2:13][CH2:12][C:7]=3[N:8]([CH3:11])[C:9]=2[CH:10]=1.[Cl:24][C:25]1[CH:26]=[CH:27][C:28]([CH2:31][O:32][C:33]2[CH:38]=[CH:37][NH:36][C:35](=[O:39])[CH:34]=2)=[N:29][CH:30]=1>>[Cl:24][C:25]1[CH:26]=[CH:27][C:28]([CH2:31][O:32][C:33]2[CH:38]=[CH:37][N:36]([C:2]3[CH:3]=[CH:4][C:5]4[C:6]5[CH2:16][N:15]([C:17]([O:19][C:20]([CH3:23])([CH3:22])[CH3:21])=[O:18])[CH2:14][CH2:13][CH2:12][C:7]=5[N:8]([CH3:11])[C:9]=4[CH:10]=3)[C:35](=[O:39])[CH:34]=2)=[N:29][CH:30]=1. Procedure: tert-Butyl 8-bromo-6-methyl-3,4,5,6-tetrahydroazepino[4,3-b]indole-2(1H)-carboxylate (300 mg, 0.792 mmol) and 4-((5-chloropyridin-2-yl)methoxy)pyridin-2(1H)-one (187 mg, 0.792 mmol) were reacted following the procedure for Example 2 (step d) to provide the title compound (130 mg, 30%) as a yellow oil: ESI MS m/z 535 [M+H]+.